This data is from the Open Reaction Database (ORD), a public repository of structured organic reaction records. The task is: describe an organic reaction: reactants, conditions, products, and yield Reactants: C1CCOC1, COC(=O)c1cc(-c2ccc(C)cc2)cc(-c2nccs2)c1, O. The product is Cc1ccc(-c2cc(C(=O)O)cc(-c3nccs3)c2)cc1. Reaction SMILES: [CH2:23]1[O:24][CH2:25][CH2:26][CH2:27]1.[CH3:1][O:2][C:3](=[O:4])[c:5]1[cH:6][c:7](-[c:16]2[cH:17][cH:18][c:19]([CH3:22])[cH:20][cH:21]2)[cH:8][c:9](-[c:11]2[s:12][cH:13][cH:14][n:15]2)[cH:10]1.[OH2:28]>>[O:2]=[C:3]([OH:4])[c:5]1[cH:6][c:7](-[c:16]2[cH:17][cH:18][c:19]([CH3:22])[cH:20][cH:21]2)[cH:8][c:9](-[c:11]2[s:12][cH:13][cH:14][n:15]2)[cH:10]1.